describe an organic reaction: reactants, conditions, products, and yield From a dataset of the Open Reaction Database (ORD), a public repository of structured organic reaction records. As a reaction SMILES: [Br:1][c:2]1[cH:3][c:4]2[c:5]([CH2:11][CH:12]3[N:13]([CH3:17])[CH2:14][CH2:15][CH2:16]3)[cH:6][nH:7][c:8]2[cH:9][cH:10]1.[CH3:20][CH2:21][OH:22].[H:18][H:19]>>[cH:2]1[cH:3][c:4]2[c:5]([CH2:11][CH:12]3[N:13]([CH3:17])[CH2:14][CH2:15][CH2:16]3)[cH:6][nH:7][c:8]2[cH:9][cH:10]1. The product is CN1CCCC1Cc1c[nH]c2ccccc12. Starting materials: CN1CCCC1Cc1c[nH]c2ccc(Br)cc12, CCO, [H][H]. Starting materials: [Br-], CON(C)C(=O)C1CN(C(=O)OC(C)(C)C)CCO1, Fc1cc(OCc2ccccc2)c(F)cc1Br, [Li]CCCC, CC(C)[Mg+], C1CCOC1, O. The product is CC(C)(C)OC(=O)N1CCOC(C(=O)c2cc(F)c(OCc3ccccc3)cc2F)C1. Reaction SMILES: [Br-:1].[C:28]([CH3:29])([CH3:30])([CH3:31])[O:32][C:33](=[O:34])[N:35]1[CH2:36][CH:37]([C:41]([N:42]([O:43][CH3:44])[CH3:45])=[O:46])[O:38][CH2:39][CH2:40]1.[CH2:11]([c:12]1[cH:13][cH:14][cH:15][cH:16][cH:17]1)[O:18][c:19]1[c:20]([F:27])[cH:21][c:22]([Br:26])[c:23]([F:25])[cH:24]1.[CH2:6]([Li:7])[CH2:8][CH2:9][CH3:10].[CH:2]([Mg+:3])([CH3:4])[CH3:5].[O:47]1[CH2:48][CH2:49][CH2:50][CH2:51]1.[OH2:52]>>[CH2:11]([c:12]1[cH:13][cH:14][cH:15][cH:16][cH:17]1)[O:18][c:19]1[c:20]([F:27])[cH:21][c:22]([C:41]([CH:37]2[CH2:36][N:35]([C:33]([O:32][C:28]([CH3:29])([CH3:30])[CH3:31])=[O:34])[CH2:40][CH2:39][O:38]2)=[O:46])[c:23]([F:25])[cH:24]1. Starting materials: NN (hydrazine), C(C=1C(C(=O)N)=CC=CC1)(=O)N (phthalamide), C(C1=CC=CC=C1)N1C(=NC2=C(C1=O)C=NC=C2)C(C(C)C)N(C(C2=CC=C(C=C2)C)=O)CCCN2C(C1=CC=CC=C1C2=O)=O (N-[1-(3-benzyl-4-oxo-3,4-dihydro-pyrido[4,3-d]pyrimidin-2-yl)-2-methyl-propyl]-N-[3-(1,3-dioxo-1,3-dihydro-isoindol-2-yl)-propyl]-4-methyl-benzamide). Run in CCO (EtOH). Conditions: temperature 5 celsius. Yields the product NCCCN(C(C1=CC=C(C=C1)C)=O)[C@H](C(C)C)C=1N(C(C2=C(N1)C=CN=C2)=O)CC2=CC=CC=C2 ((R)—N-(3-Amino-propyl)-N-[1-(3-benzyl-4-oxo-3,4-dihydro-pyrido[4,3-d]pyrimidin-2-yl)-2-methyl-propyl]-4-methyl-benzamide), NCCCN(C(C1=CC=C(C=C1)C)=O)C(C(C)C)C=1N(C(C2=C(N1)C=CN=C2)=O)CC2=CC=CC=C2 (N-(3-amino-propyl)-N-[1-(3-benzyl-4-oxo-3,4-dihydro-pyrido[4,3-d]pyrimidin-2-yl)-2-methyl-propyl]-4-methyl-benzamide). RXN SMILES: C(N)(=O)C1C(=CC=CC=1)C(N)=O.[CH2:13]([N:20]1[C:25](=[O:26])[C:24]2[CH:27]=[N:28][CH:29]=[CH:30][C:23]=2[N:22]=[C:21]1[CH:31]([N:35]([CH2:45][CH2:46][CH2:47][N:48]1C(=O)C2C(=CC=CC=2)C1=O)[C:36](=[O:44])[C:37]1[CH:42]=[CH:41][C:40]([CH3:43])=[CH:39][CH:38]=1)[CH:32]([CH3:34])[CH3:33])[C:14]1[CH:19]=[CH:18][CH:17]=[CH:16][CH:15]=1.NN>CCO>[NH2:48][CH2:47][CH2:46][CH2:45][N:35]([C@@H:31]([C:21]1[N:20]([CH2:13][C:14]2[CH:19]=[CH:18][CH:17]=[CH:16][CH:15]=2)[C:25](=[O:26])[C:24]2[CH:27]=[N:28][CH:29]=[CH:30][C:23]=2[N:22]=1)[CH:32]([CH3:34])[CH3:33])[C:36](=[O:44])[C:37]1[CH:42]=[CH:41][C:40]([CH3:43])=[CH:39][CH:38]=1.[NH2:48][CH2:47][CH2:46][CH2:45][N:35]([CH:31]([C:21]1[N:20]([CH2:13][C:14]2[CH:19]=[CH:18][CH:17]=[CH:16][CH:15]=2)[C:25](=[O:26])[C:24]2[CH:27]=[N:28][CH:29]=[CH:30][C:23]=2[N:22]=1)[CH:32]([CH3:34])[CH3:33])[C:36](=[O:44])[C:37]1[CH:42]=[CH:41][C:40]([CH3:43])=[CH:39][CH:38]=1. Procedure: Alternative Preparation of Formula I where R1, R3 and R4 are H; R5 is Benzyl; R6 is Isopropyl; R6′ is H; R7 is 3-Amino-propy; R8 is —C(O)—R9 where R9 is p-Methyl-phenyl-; W, Y and Z are —C═; and X is —N═: A phthalamide-protected precursor to Formula I, N-[1-(3-benzyl-4-oxo-3,4-dihydro-pyrido[4,3-d]pyrimidin-2-yl)-2-methyl-propyl]-N-[3-(1,3-dioxo-1,3-dihydro-isoindol-2-yl)-propyl]-4-methyl-benzamide (300 mg, 0.488 mmol) and anhydrous hydrazine (98 mg, 3.06 mmol) in EtOH (12 mL) is refluxed for 3.... Starting materials: CN(C)C=O (DMF), ClC1=CC=2C3=C(N(C2C=C1)CC(C)(O)C1=NC=NC=C1)CCN(C3)C (1-(8-Chloro-2-methyl-1,2,3,4-tetrahydro-pyrido[4,3-b]indol-5-yl)-2-pyrimidin-4-yl-propan-2-ol), S(=O)(Cl)Cl (thionyl chloride). The solvent is C(Cl)Cl (DCM), C(Cl)Cl (DCM). Run at temperature 0 celsius, time 2.5 hour. Product: ClC1=CC=2C3=C(N(C2C=C1)\C=C(/C)\C1=NC=NC=C1)CCN(C3)C ((E)-8-chloro-2-methyl-5-(2-(pyrimidin-4-yl)prop-1-enyl)-2,3,4,5-tetrahydro-1H-pyrido[4,3-b]indole). Yield: 7.4%. As a reaction SMILES: [Cl:1][C:2]1[CH:10]=[CH:9][C:8]2[N:7]([CH2:11][C:12]([C:15]3[CH:20]=[CH:19][N:18]=[CH:17][N:16]=3)(O)[CH3:13])[C:6]3[CH2:21][CH2:22][N:23]([CH3:25])[CH2:24][C:5]=3[C:4]=2[CH:3]=1.CN(C=O)C.S(Cl)(Cl)=O>C(Cl)Cl>[Cl:1][C:2]1[CH:10]=[CH:9][C:8]2[N:7](/[CH:11]=[C:12](/[C:15]3[CH:20]=[CH:19][N:18]=[CH:17][N:16]=3)\[CH3:13])[C:6]3[CH2:21][CH2:22][N:23]([CH3:25])[CH2:24][C:5]=3[C:4]=2[CH:3]=1. Procedure: 1-(8-Chloro-2-methyl-1,2,3,4-tetrahydro-pyrido[4,3-b]indol-5-yl)-2-pyrimidin-4-yl-propan-2-ol (200 mg, 0.56 mmol) was dissolved in DCM (5 mL), and a drop of DMF was added. The solution was cooled to 0° C. and a solution of thionyl chloride (0.2 mL) in 1 mL DCM was added dropwise. The solution was stirred at RT for 30 min. and at RT for 2.5 h. Volatiles were evaporated under reduced pressure, the residue was basified with ice cold aqueous 1N NaOH (10 mL) and the product was extracted with EtOAc. ... The reactants are N1(CCOCC1)C1=CC(=C(C(=O)OC(C)(C)C)C=C1)[N+](=O)[O-] (tert-butyl 4-morpholin-4-yl-2-nitrobenzoate), [H][H] (hydrogen). The reagents and catalysts are [Pd] (palladium/carbon). The solvent is O1CCCC1 (tetrahydrofuran). The product is NC1=C(C(=O)OC(C)(C)C)C=CC(=C1)N1CCOCC1 (tert-butyl 2-amino-4-morpholin-4-ylbenzoate). Yield: 3.9%. Reaction SMILES: [N:1]1([C:7]2[CH:19]=[CH:18][C:10]([C:11]([O:13][C:14]([CH3:17])([CH3:16])[CH3:15])=[O:12])=[C:9]([N+:20]([O-])=O)[CH:8]=2)[CH2:6][CH2:5][O:4][CH2:3][CH2:2]1.[H][H]>O1CCCC1.[Pd]>[NH2:20][C:9]1[CH:8]=[C:7]([N:1]2[CH2:2][CH2:3][O:4][CH2:5][CH2:6]2)[CH:19]=[CH:18][C:10]=1[C:11]([O:13][C:14]([CH3:17])([CH3:16])[CH3:15])=[O:12]. Reported procedure: 127 g (0.412 mol) of tert-butyl 4-morpholin-4-yl-2-nitrobenzoate (WO 2007/06837 A1) were dissolved in 1000 ml of tetrahydrofuran, 12.7 g of palladium/carbon (5%, water-moist) were added, and the mixture was stirred over hydrogen at room temperature for 5 h. Conventional work-up gave 4.5 g (Y=100%) of tert-butyl 2-amino-4-morpholin-4-ylbenzoate. The reactants are OC1CCN(CC1)C(CNC=1C(N(N=CC1)C)=O)=O (4-[2-(4-Hydroxy-piperidin-1-yl)-2-oxo-ethylamino]-2-methyl-2H-pyridazin-3-one), FC=1C=CC(=C(C1)O)C (5-fluoro-2-methyl-phenol). The product is FC=1C=CC(=C(OC2CCN(CC2)C(CNC=2C(N(N=CC2)C)=O)=O)C1)C (4-{2-[4-(5-Fluoro-2-methyl-phenoxy)-piperidin-1-yl]-2-oxo-ethylamino}-2-methyl-2H-pyridazin-3-one). Isolated yield 15.0%. As a reaction SMILES: [OH:1][CH:2]1[CH2:7][CH2:6][N:5]([C:8](=[O:19])[CH2:9][NH:10][C:11]2[C:12](=[O:18])[N:13]([CH3:17])[N:14]=[CH:15][CH:16]=2)[CH2:4][CH2:3]1.[F:20][C:21]1[CH:22]=[CH:23][C:24]([CH3:28])=[C:25](O)[CH:26]=1>>[F:20][C:21]1[CH:26]=[CH:25][C:24]([CH3:28])=[C:23]([CH:22]=1)[O:1][CH:2]1[CH2:3][CH2:4][N:5]([C:8](=[O:19])[CH2:9][NH:10][C:11]2[C:12](=[O:18])[N:13]([CH3:17])[N:14]=[CH:15][CH:16]=2)[CH2:6][CH2:7]1. Reported procedure: Compound 14 is prepared from intermediate 5b and from 5-fluoro-2-methyl-phenol following synthesis method 3 (yield: 15%).